This data is from the Open Reaction Database (ORD), a public repository of structured organic reaction records. The task is: describe an organic reaction: reactants, conditions, products, and yield The reactants are CS(C)=O, CCN(C(C)C)C(C)C, CC(C)N1CCC(c2nc3cc(-c4ccc(F)cc4F)nc(Cl)n3n2)CC1, Cl, Cl, NCCNc1ccc(C(=O)C(F)(F)F)c(N)n1. The product is Cl, CC(C)N1CCC(c2nc3cc(-c4ccc(F)cc4F)nc(NCCNc4ccc(C(=O)C(F)(F)F)c(N)n4)n3n2)CC1. As a reaction SMILES: [CH3:56][S:57]([CH3:58])=[O:59].[CH:47]([N:48]([CH2:49][CH3:50])[CH:51]([CH3:52])[CH3:53])([CH3:54])[CH3:55].[Cl:2][c:3]1[n:4][c:5](-[c:21]2[c:22]([F:28])[cH:23][c:24]([F:27])[cH:25][cH:26]2)[cH:6][c:7]2[n:8]1[n:9][c:10]([CH:12]1[CH2:13][CH2:14][N:15]([CH:18]([CH3:19])[CH3:20])[CH2:16][CH2:17]1)[n:11]2.[ClH:1].[ClH:29].[NH2:30][c:31]1[n:32][c:33]([NH:43][CH2:44][CH2:45][NH2:46])[cH:34][cH:35][c:36]1[C:37]([C:38]([F:39])([F:40])[F:41])=[O:42]>>[ClH:2].[c:3]1([NH:46][CH2:45][CH2:44][NH:43][c:33]2[n:32][c:31]([NH2:30])[c:36]([C:37]([C:38]([F:39])([F:40])[F:41])=[O:42])[cH:35][cH:34]2)[n:4][c:5](-[c:21]2[c:22]([F:28])[cH:23][c:24]([F:27])[cH:25][cH:26]2)[cH:6][c:7]2[n:8]1[n:9][c:10]([CH:12]1[CH2:13][CH2:14][N:15]([CH:18]([CH3:19])[CH3:20])[CH2:16][CH2:17]1)[n:11]2.